Task: describe an organic reaction: reactants, conditions, products, and yield. Dataset: the Open Reaction Database (ORD), a public repository of structured organic reaction records Starting materials: CC1(CCC=C1C=1C=C(C(=O)OC)C=CC1OS(=O)(=O)C(F)(F)F)C (Methyl 3-(5,5-dimethylcyclopent-1-enyl)-4-(trifluoromethylsulfonyloxy)benzoate), C([O-])([O-])=O.[K+].[K+] (potassium carbonate), FC=1C(=CC(=NC1)OC)B(O)O (5-fluoro-2-methoxypyridin-4-ylboronic acid). Reagents/catalysts: C=1C=CC(=CC1)[P](C=2C=CC=CC2)(C=3C=CC=CC3)[Pd]([P](C=4C=CC=CC4)(C=5C=CC=CC5)C=6C=CC=CC6)([P](C=7C=CC=CC7)(C=8C=CC=CC8)C=9C=CC=CC9)[P](C=1C=CC=CC1)(C=1C=CC=CC1)C=1C=CC=CC1 (Pd(PPh3)4). Reaction conditions: temperature 87 celsius, time 8 hour. The product is EtOAc Hexanes, CC1(CCC=C1C=1C=C(C(=O)OC)C=CC1C1=CC(=NC=C1F)OC)C (methyl 3-(5,5-dimethylcyclopent-1-enyl)-4-(5-fluoro-2-methoxypyridin-4-yl)benzoate). Yield: 0.0%. RXN SMILES: [CH3:1][C:2]1([CH3:25])[C:6]([C:7]2[CH:8]=[C:9]([CH:14]=[CH:15][C:16]=2OS(C(F)(F)F)(=O)=O)[C:10]([O:12][CH3:13])=[O:11])=[CH:5][CH2:4][CH2:3]1.C(=O)([O-])[O-].[K+].[K+].[F:32][C:33]1[C:34](B(O)O)=[CH:35][C:36]([O:39][CH3:40])=[N:37][CH:38]=1>C1C=CC([P]([Pd]([P](C2C=CC=CC=2)(C2C=CC=CC=2)C2C=CC=CC=2)([P](C2C=CC=CC=2)(C2C=CC=CC=2)C2C=CC=CC=2)[P](C2C=CC=CC=2)(C2C=CC=CC=2)C2C=CC=CC=2)(C2C=CC=CC=2)C2C=CC=CC=2)=CC=1>[CH3:1][C:2]1([CH3:25])[C:6]([C:7]2[CH:8]=[C:9]([CH:14]=[CH:15][C:16]=2[C:34]2[C:33]([F:32])=[CH:38][N:37]=[C:36]([O:39][CH3:40])[CH:35]=2)[C:10]([O:12][CH3:13])=[O:11])=[CH:5][CH2:4][CH2:3]1 |f:1.2.3,^1:47,49,68,87|. Reported procedure: To a flask with methyl 3-(5,5-dimethylcyclopent-1-enyl)-4-(trifluoromethylsulfonyloxy)benzoate T3.5 (404 mg, 1068 μmol) was added Pd(PPh3)4 (123 mg, 107 μmol), potassium carbonate (443 mg, 3203 μmol), 5-fluoro-2-methoxypyridin-4-ylboronic acid T19.1 (456 mg, 2669 μmol, commercially available from Asymchem). The mixture was then degassed, and DMF (3 mL) was added. The reaction was stirred overnight at 87° C. and worked up with EtOAc and water. Silica gel chromatography (0-50% EtOAc/Hexanes) affor... Starting materials: F[B-](F)(F)F.[Na+] (sodium tetrafluroborate), ClC1=C(N)C=CC(=C1C)F (2-chloro-4-fluoro-3-methylaniline), Cl (hydrochloric acid), N(=O)[O-].[Na+] (sodium nitrite). Solvent: O (water), O (water). Reaction conditions: temperature 5 celsius. Product: F[B-](F)(F)F.ClC1=C(C=CC(=C1C)F)[N+]#N (2-chloro-4-fluoro-3-methylbenzenediazonium tetrafluoroborate). The yield is 83.6%. Reaction SMILES: [Cl:1][C:2]1[C:8]([CH3:9])=[C:7]([F:10])[CH:6]=[CH:5][C:3]=1[NH2:4].Cl.[N:12]([O-])=O.[Na+].[F:16][B-:17]([F:20])([F:19])[F:18].[Na+]>O>[F:16][B-:17]([F:20])([F:19])[F:18].[Cl:1][C:2]1[C:8]([CH3:9])=[C:7]([F:10])[CH:6]=[CH:5][C:3]=1[N+:4]#[N:12] |f:2.3,4.5,7.8|. Reported procedure: 2-chloro-4-fluoro-3-methylaniline (73 g) was added dropwise, with vigorous stirring to 50% hydrochloric acid (256 ml). The resulting white suspension was cooled to 5° C. and with stirring, sodium nitrite (34.5 g) in water (50 ml), added dropwise. The resultant yellow solution after filtration was cooled to 0° C. and with stirring sodium tetrafluoroborate (71 g) in water (140 ml), added dropwise. The yellow solid formed was filtered off and washed with petroleum ether (6.p 60°-80°) and combined w... Reaction SMILES: [C:12]([CH3:13])([CH3:14])([CH3:15])[O:16][C:17]([CH2:18][CH:19]([C:20](=[O:21])[OH:22])[CH2:23][CH:24]=[CH2:25])=[O:26].[CH2:27]([c:28]1[cH:29][cH:30][cH:31][cH:32][cH:33]1)[O:34][C:35]([CH:36]([NH2:37])[C:38]([CH3:39])([CH3:40])[CH3:41])=[O:42].[CH3:1][N:2]([CH2:3][CH2:4][CH2:5][N:6]=[C:7]=[N:8][CH2:9][CH3:10])[CH3:11].[CH3:43][N:44]1[CH2:45][CH2:46][O:47][CH2:48][CH2:49]1.[CH3:64][CH2:65][O:66][C:67](=[O:68])[CH3:69].[Cl:61][CH2:62][Cl:63].[OH2:50].[OH:51][n:52]1[c:53]2[cH:54][cH:55][cH:56][cH:57][c:58]2[n:59][n:60]1>>[C:12]([CH3:13])([CH3:14])([CH3:15])[O:16][C:17]([CH2:18][CH:19]([C:20](=[O:22])[NH:37][CH:36]([C:35]([O:34][CH2:27][c:28]1[cH:29][cH:30][cH:31][cH:32][cH:33]1)=[O:42])[C:38]([CH3:39])([CH3:40])[CH3:41])[CH2:23][CH:24]=[CH2:25])=[O:26]. Starting materials: C=CCC(CC(=O)OC(C)(C)C)C(=O)O, CC(C)(C)C(N)C(=O)OCc1ccccc1, CCN=C=NCCCN(C)C, CN1CCOCC1, CCOC(C)=O, ClCCl, O, On1nnc2ccccc21. The product is C=CCC(CC(=O)OC(C)(C)C)C(=O)NC(C(=O)OCc1ccccc1)C(C)(C)C. The reactants are BrC1=CN=C(NC1=O)C(=O)OCC (ethyl 5-bromo-6-oxo-1,6-dihydropyrimidine-2-carboxylate), N (ammonia). The solvent is C(C)O (ethanol). Conditions: temperature 50 celsius. The product is BrC1=CN=C(NC1=O)C(=O)N (5-bromo-6-oxo-1,6-dihydropyrimidine-2-carboxamide). Reaction SMILES: [Br:1][C:2]1[C:7](=[O:8])[NH:6][C:5]([C:9]([O:11]CC)=O)=[N:4][CH:3]=1.[NH3:14]>C(O)C>[Br:1][C:2]1[C:7](=[O:8])[NH:6][C:5]([C:9]([NH2:14])=[O:11])=[N:4][CH:3]=1. Procedure: To a solution of ethyl 5-bromo-6-oxo-1,6-dihydropyrimidine-2-carboxylate (4, 0.2 g, 0.81 mmol) in ethanol (4 mL), liquid ammonia (4 mL) was added dropwise at room temperature. The reaction mixture was heated at 50° C. for 16 h. TLC showed consumption of starting material. Solvent was removed under reduced pressure and the residue was treated with methanol (1 mL) and filtered. The solid was washed with diethyl ether and dried under reduced pressure to afford 5-bromo-6-oxo-1,6-dihydropyrimidine-2-...